This data is from the Open Reaction Database (ORD), a public repository of structured organic reaction records. The task is: describe an organic reaction: reactants, conditions, products, and yield The reactants are C(=O)(O)[O-].[Na+] (NaHCO3), [O-]S(=O)(=S)[O-].[Na+].[Na+] (Na2S2O3), CC(=O)OI1(C=2C=CC=CC2C(=O)O1)(OC(=O)C)OC(=O)C (Dess-Martin periodinane), N1=C(C=CC=C1)CC12C(CCCC3=C1C=NC(=C3)C=O)CC3(OCCO3)CC2 (rac-(7aR,11 aR)-11a-(pyridin-2-ylmethyl)-5,6,7,7a,8,10,11,11a-octahydrospiro[benzo[6,7]cyclohepta[1,2-c]pyridine-9,2′-[1,3]dioxolane]-3-carbaldehyde), [NH4+].[Cl-] (NH4Cl), FC1=CC=C(C=C1)[Mg]Br ((4-Fluorophenyl)magnesium bromide). The solvent is C1CCOC1 (THF). The product is FC1=CC=C(C=C1)C(O)C1=CC2=C(C=N1)[C@]1([C@H](CCC2)CC2(OCCO2)CC1)CC1=NC=CC=C1 (rac-(4-Fluorophenyl) ((7 aR,11aS)-11a-(pyridin-2-ylmethyl)-5,6,7,7a,8,10,11,11a-octahydro spiro[benzo[6,7]cyclohepta[1,2-c]pyridine-9,2′-[1,3]dioxolan]-3-yl)methanol). RXN SMILES: [N:1]1[CH:6]=[CH:5][CH:4]=[CH:3][C:2]=1[CH2:7][C:8]12[CH2:28][CH2:27][C:22]3([O:26][CH2:25][CH2:24][O:23]3)[CH2:21][CH:9]1[CH2:10][CH2:11][CH2:12][C:13]1[CH:18]=[C:17]([CH:19]=[O:20])[N:16]=[CH:15][C:14]=12.[F:29][C:30]1[CH:35]=[CH:34][C:33]([Mg]Br)=[CH:32][CH:31]=1.[NH4+].[Cl-].CC(OI1(OC(C)=O)(OC(C)=O)OC(=O)C2C=CC=CC1=2)=O.C([O-])(O)=O.[Na+].[O-]S([O-])(=S)=O.[Na+].[Na+]>C1COCC1>[F:29][C:30]1[CH:35]=[CH:34][C:33]([CH:19]([C:17]2[N:16]=[CH:15][C:14]3[C@:8]4([CH2:7][C:2]5[CH:3]=[CH:4][CH:5]=[CH:6][N:1]=5)[CH2:28][CH2:27][C:22]5([O:26][CH2:25][CH2:24][O:23]5)[CH2:21][C@H:9]4[CH2:10][CH2:11][CH2:12][C:13]=3[CH:18]=2)[OH:20])=[CH:32][CH:31]=1 |f:2.3,5.6,7.8.9|. Reported procedure: Rac-(7aR,11aS)-11a-(Pyridin-2-ylmethyl)-5,6,7,7a,8,10,11,11a-octahydro spiro[benzo[6,7]cyclohepta[1,2-c]pyridine-9,2′-[1,3]dioxolane]-3-carbaldehyde (146, R2=Pyridin-2-ylmethyl) (0.400 g, 1.06 mmol) and THF (10 mL) were added to a round bottom flask and stirred. (4-Fluorophenyl)magnesium bromide (2M in diethyl ether) (0.95 mL, 1.90 mmol) was added and the mixture was stirred at rt for about 1 h. Sat. aq. NH4Cl was added and the product was extracted with EtOAc (15 mL), dried over MgSO4 and conce...